From a dataset of the Open Reaction Database (ORD), a public repository of structured organic reaction records. describe an organic reaction: reactants, conditions, products, and yield The reactants are Cc1c(Sc2ccc(Cl)cc2)c2c(NS(C)(=O)=O)cccc2n1CC(=O)O, O=C(O)C(F)(F)F, O=C(O)c1ccccc1S. The product is Cc1cc2c(NS(C)(=O)=O)cccc2n1CC(=O)O. Reaction SMILES: [Cl:11][c:12]1[cH:13][cH:14][c:15]([S:16][c:19]2[c:20]([CH3:37])[n:21]([CH2:33][C:34](=[O:35])[OH:36])[c:22]3[cH:23][cH:24][cH:25][c:26]([NH:28][S:29](=[O:30])(=[O:31])[CH3:32])[c:27]23)[cH:17][cH:18]1.[F:38][C:39]([F:40])([F:41])[C:42]([OH:43])=[O:44].[OH:1][C:2]([c:3]1[c:4]([SH:5])[cH:6][cH:7][cH:8][cH:9]1)=[O:10]>>[cH:19]1[c:20]([CH3:37])[n:21]([CH2:33][C:34](=[O:35])[OH:36])[c:22]2[cH:23][cH:24][cH:25][c:26]([NH:28][S:29](=[O:30])(=[O:31])[CH3:32])[c:27]12. Starting materials: [BH4-].[Na+] (NaBH4), C(C1=CC=CC=C1)N1CC(OC(C1)(C)C)(C)CI (4-benzyl-2-iodomethyl-2,6,6-trimethyl-morpholine), [BH4-].[Na+] (NaBH4). Run in CS(=O)C (DMSO), CS(=O)C (DMSO). Run at temperature 100 celsius, time 2 hour. Yields the product C(C1=CC=CC=C1)N1CC(OC(C1)(C)C)(C)C (4-Benzyl-2,2,6,6-tetramethyl-morpholine). Isolated yield 60.2%. RXN SMILES: [BH4-].[Na+].[CH2:3]([N:10]1[CH2:15][C:14]([CH3:17])([CH3:16])[O:13][C:12]([CH2:19]I)([CH3:18])[CH2:11]1)[C:4]1[CH:9]=[CH:8][CH:7]=[CH:6][CH:5]=1>CS(C)=O>[CH2:3]([N:10]1[CH2:15][C:14]([CH3:17])([CH3:16])[O:13][C:12]([CH3:19])([CH3:18])[CH2:11]1)[C:4]1[CH:9]=[CH:8][CH:7]=[CH:6][CH:5]=1 |f:0.1|. Procedure: Add solid NaBH4 (776 mg, 20.5 mmol) to a solution of 4-benzyl-2-iodomethyl-2,6,6-trimethyl-morpholine (6.22 g, 17.3 mmol) in DMSO (20 mL) and then heat the mixture at 100° C. After 2 h, add additional DMSO (10 mL). After an additional 1.25 h, add extra NaBH4 (120 mg, 3.17 mmol). Remove the heat after an additional 1.25 h (total reaction time=4.5 h). Quench the excess NaBH4 with 5 M HCl (20 ml). After 15 min, add 5 M NaOH (20 mL) and 1 M Na2S2O3 (20 mL) and then stir the mixture overnight. Dilute... Starting materials: C(=O)(OC(C)(C)C)N1C[C@H](CC1)O ((3S)-1-Boc-3-pyrrolidinol), [H-].[Na+] (NaH), FC=1C=C(C=CC1)[N+](=O)[O-] (3-fluoronitrobenzene). Solvent: CS(=O)C (DMSO). Conditions: time 20 minute. Yields the product C(C)(C)(C)OC(=O)N1CC(CC1)OC1=CC(=CC=C1)[N+](=O)[O-] (3-(3-nitro-phenoxy)-pyrrolidine-1-carboxylic acid tert-butyl ester). Yield: 60.9%. RXN SMILES: [H-].[Na+].[C:3]([N:10]1[CH2:14][CH2:13][C@H:12]([OH:15])[CH2:11]1)([O:5][C:6]([CH3:9])([CH3:8])[CH3:7])=[O:4].F[C:17]1[CH:18]=[C:19]([N+:23]([O-:25])=[O:24])[CH:20]=[CH:21][CH:22]=1>CS(C)=O>[C:6]([O:5][C:3]([N:10]1[CH2:14][CH2:13][CH:12]([O:15][C:17]2[CH:22]=[CH:21][CH:20]=[C:19]([N+:23]([O-:25])=[O:24])[CH:18]=2)[CH2:11]1)=[O:4])([CH3:9])([CH3:8])[CH3:7] |f:0.1|. Procedure: To a suspension of NaH (0.17 g, 4.4 mmol, 1.1 equiv) in DMSO (4 mL) at rt was added (3S)-1-Boc-3-pyrrolidinol (0.75 g, 4.0 mmol, 1.00 equiv) in one portion. After stirring for 20 min, 3-fluoronitrobenzene (0.51 g, 3.6 mmol, 0.90 equiv) was added drop wise and the resulting suspension was stirred an additional 1.5 hours at rt. The reaction mixture was quenched with the addition of saturated, aqueous NH4Cl and extracted with ethyl acetate (3×). The combined organic layers were washed with brine, d... Reactants: C(C)(C)(C)OC(=O)N1CC2=CC(=CC=C2C[C@H]1C(=O)OC)OC (Methyl 2-(t-butyloxycarbonyl)-7-methoxy-1,2,3,4-tetrahydroisoquinoline-3(S)-carboxylate), [OH-].[Na+] (NaOH). The solvent is CO.O (MeOH H2O). Run at temperature 25 celsius, time 18 hour. The product is C(C)(C)(C)OC(=O)N1CC2=CC(=CC=C2C[C@H]1C(=O)O)OC (2-(t-Butyloxycarbonyl)-7-methoxy-1,2,3,4-tetrahydroisoquinoline-3(S)-carboxylic acid). Reaction SMILES: [C:1]([O:5][C:6]([N:8]1[C@H:17]([C:18]([O:20]C)=[O:19])[CH2:16][C:15]2[C:10](=[CH:11][C:12]([O:22][CH3:23])=[CH:13][CH:14]=2)[CH2:9]1)=[O:7])([CH3:4])([CH3:3])[CH3:2].[OH-].[Na+]>CO.O>[C:1]([O:5][C:6]([N:8]1[C@H:17]([C:18]([OH:20])=[O:19])[CH2:16][C:15]2[C:10](=[CH:11][C:12]([O:22][CH3:23])=[CH:13][CH:14]=2)[CH2:9]1)=[O:7])([CH3:4])([CH3:3])[CH3:2] |f:1.2,3.4|. Procedure: To a solution of Methyl 2-(t-butyloxycarbonyl)-7-methoxy-1,2,3,4-tetrahydroisoquinoline-3(S)-carboxylate (0.58 g, 1.81 mmol) in MeOH:H2O 1:1 (20 mL) was added 1 N NaOH (2.7 mL, 2.72 mmol) and the resulting solution was stirred at 25° C. for 18 hr. The methanol was evaporated in vacuo and the remaining aqueous portion was acidified to pH=3 with 1 N HCl and then extracted two times with EtOAc. The organic layers were washed with saturated NaCl (30 mL) and dried (MgSO4). Filtration and evaporation ... The reactants are CC=1NC=CN1 (2-methylimidazole), ClC=1N=C(C2=C(N1)SC(=C2)Cl)NCC2=CC(=C(C=C2)OC)OC (2,6-dichloro-4-(3,4-dimethoxybenzylamino)-thieno-[2,3-d]-pyrimidine). Product: CC=1N(C=CN1)C=1N=C(C2=C(N1)SC(=C2)Cl)NCC2=CC(=C(C=C2)OC)OC (2-(2-methylimidazol-1-yl)-6-chloro-4-(3,4-dimethoxybenzylamino)-thieno-[2,3-d]-pyrimidine). As a reaction SMILES: [CH3:1][C:2]1[NH:3][CH:4]=[CH:5][N:6]=1.Cl[C:8]1[N:9]=[C:10]([NH:18][CH2:19][C:20]2[CH:25]=[CH:24][C:23]([O:26][CH3:27])=[C:22]([O:28][CH3:29])[CH:21]=2)[C:11]2[CH:16]=[C:15]([Cl:17])[S:14][C:12]=2[N:13]=1>>[CH3:1][C:2]1[N:3]([C:8]2[N:9]=[C:10]([NH:18][CH2:19][C:20]3[CH:25]=[CH:24][C:23]([O:26][CH3:27])=[C:22]([O:28][CH3:29])[CH:21]=3)[C:11]3[CH:16]=[C:15]([Cl:17])[S:14][C:12]=3[N:13]=2)[CH:4]=[CH:5][N:6]=1. Procedure: Following the procedure of Example 97, the reaction of 2-methylimidazole with 2,6-dichloro-4-(3,4-dimethoxybenzylamino)-thieno-[2,3-d]-pyrimidine gives 2-(2-methylimidazol-1-yl)-6-chloro-4-(3,4-dimethoxybenzylamino)-thieno-[2,3-d]-pyrimidine.